From a dataset of the Open Reaction Database (ORD), a public repository of structured organic reaction records. describe an organic reaction: reactants, conditions, products, and yield Starting materials: FC1=CC=C(C=C1)CC1=CN=C2C(=C(C(N(C2=C1)C)=O)C(=O)OCC)O (ethyl 7-[(4-fluorophenyl)methyl]-4-hydroxy-1-methyl-2-oxo-1,2-dihydro-1,5-naphthyridine-3-carboxylate), NCC(CO)O (3-amino-1,2-propanediol). Product: OC(CNC(=O)C=1C(N(C2=CC(=CN=C2C1O)CC1=CC=C(C=C1)F)C)=O)CO (N-(2,3-dihydroxypropyl)-7-[(4-fluorophenyl)methyl]-4-hydroxy-1-methyl-2-oxo-1,2-dihydro-1,5-naphthyridine-3-carboxamide). The yield is 89.0%. As a reaction SMILES: [F:1][C:2]1[CH:7]=[CH:6][C:5]([CH2:8][C:9]2[CH:18]=[C:17]3[C:12]([C:13]([OH:26])=[C:14]([C:21](OCC)=[O:22])[C:15](=[O:20])[N:16]3[CH3:19])=[N:11][CH:10]=2)=[CH:4][CH:3]=1.[NH2:27][CH2:28][CH:29]([OH:32])[CH2:30][OH:31]>>[OH:32][CH:29]([CH2:30][OH:31])[CH2:28][NH:27][C:21]([C:14]1[C:15](=[O:20])[N:16]([CH3:19])[C:17]2[C:12]([C:13]=1[OH:26])=[N:11][CH:10]=[C:9]([CH2:8][C:5]1[CH:4]=[CH:3][C:2]([F:1])=[CH:7][CH:6]=1)[CH:18]=2)=[O:22]. Reported procedure: In a similar manner to that described in example 196, from ethyl 7-[(4-fluorophenyl)methyl]-4-hydroxy-1-methyl-2-oxo-1,2-dihydro-1,5-naphthyridine-3-carboxylate (10 mg, 0.028 mmol) described in example 92 and 3-amino-1,2-propanediol (36 mg, 0.393 mmol), was prepared N-(2,3-dihydroxypropyl)-7-[(4-fluorophenyl)methyl]-4-hydroxy-1-methyl-2-oxo-1,2-dihydro-1,5-naphthyridine-3-carboxamide (10 mg, 91% yield) as a white solid after purification by reverse phase HPLC. 1H NMR (CDCl3) δ 10.49 (br s, 1 H),... Reactants: solution, C[Li] (methyl lithium), COC1=NC(=NC(=C1)OC)NC(=O)NS(=O)(=O)C1=C(C=CC=C1)C(=O)O (N-[(4,6-dimethoxypyrimidin-2-yl)aminocarbonyl]-2-carboxybenzenesulfonamide), O (water), Cl (hydrochloric acid). Run in CCOCC (ether), O1CCCC1 (tetrahydrofuran). Reaction conditions: time 4 hour. The product is C(C)(=O)C1=C(C=CC=C1)S(=O)(=O)NC(=O)NC1=NC(=CC(=N1)OC)OC (2-Acetyl-N-[(4,6-dimethoxypyrimidin-2-yl)aminocarbonyl]benzenesulfonamide). Reaction SMILES: [CH3:1][O:2][C:3]1[CH:8]=[C:7]([O:9][CH3:10])[N:6]=[C:5]([NH:11][C:12]([NH:14][S:15]([C:18]2[CH:23]=[CH:22][CH:21]=[CH:20][C:19]=2[C:24]([OH:26])=O)(=[O:17])=[O:16])=[O:13])[N:4]=1.[CH3:27][Li].O.Cl>O1CCCC1.CCOCC>[C:24]([C:19]1[CH:20]=[CH:21][CH:22]=[CH:23][C:18]=1[S:15]([NH:14][C:12]([NH:11][C:5]1[N:4]=[C:3]([O:2][CH3:1])[CH:8]=[C:7]([O:9][CH3:10])[N:6]=1)=[O:13])(=[O:17])=[O:16])(=[O:26])[CH3:27]. Reported procedure: A mixture containing 0.85 g of N-[(4,6-dimethoxypyrimidin-2-yl)aminocarbonyl]-2-carboxybenzenesulfonamide in 50 ml of anhydrous tetrahydrofuran was treated with 40 ml of a 1.4 molar solution of methyl lithium (low halide, Aldrich) in ether at 25° under a nitrogen atmosphere. The mixture was stirred for 4 hours at 25° and was then poured into 500 ml of water containing 10 ml of concentrated hydrochloric acid. The precipitated oil was extracted into methylene chloride and the oil on evaporation of... The reactants are C1CCOC1, O=C(O)CC(O)(CC(=O)O)C(=O)O, O=P(Cl)(Oc1ccccc1)Oc1ccccc1, Cc1cc(C)nc(C)c1, C=CCOc1cc(C)cc(OC2OC(CO)C(O)C(O)C2O)c1C(=O)CCc1ccc2occc2c1. The product is C=CCOc1cc(C)cc(OC2OC(COP(=O)(Oc3ccccc3)Oc3ccccc3)C(O)C(O)C2O)c1C(=O)CCc1ccc2occc2c1. Reaction SMILES: [O:76]1[CH2:77][CH2:78][CH2:79][CH2:80]1.[OH:63][C:64]([CH2:65][C:66]([C:67](=[O:68])[OH:69])([CH2:70][C:71](=[O:72])[OH:73])[OH:74])=[O:75].[P:46](=[O:47])([O:48][c:49]1[cH:50][cH:51][cH:52][cH:53][cH:54]1)([O:55][c:56]1[cH:57][cH:58][cH:59][cH:60][cH:61]1)[Cl:62].[n:37]1[c:38]([CH3:39])[cH:40][c:41]([CH3:42])[cH:43][c:44]1[CH3:45].[o:1]1[c:2]2[c:3]([cH:4][cH:5]1)[cH:6][c:7]([CH2:10][CH2:11][C:12](=[O:13])[c:14]1[c:15]([O:25][CH:26]3[CH:27]([OH:28])[CH:29]([OH:30])[CH:31]([OH:32])[CH:33]([CH2:35][OH:36])[O:34]3)[cH:16][c:17]([CH3:24])[cH:18][c:19]1[O:20][CH2:21][CH:22]=[CH2:23])[cH:8][cH:9]2>>[o:1]1[c:2]2[c:3]([cH:4][cH:5]1)[cH:6][c:7]([CH2:10][CH2:11][C:12](=[O:13])[c:14]1[c:15]([O:25][CH:26]3[CH:27]([OH:28])[CH:29]([OH:30])[CH:31]([OH:32])[CH:33]([CH2:35][O:36][P:46](=[O:47])([O:48][c:49]4[cH:50][cH:51][cH:52][cH:53][cH:54]4)[O:55][c:56]4[cH:57][cH:58][cH:59][cH:60][cH:61]4)[O:34]3)[cH:16][c:17]([CH3:24])[cH:18][c:19]1[O:20][CH2:21][CH:22]=[CH2:23])[cH:8][cH:9]2. The reactants are FC1=CC(=C(C=C1)\C=C\[N+](=O)[O-])C (4-fluoro-2-methyl-1-((E)-2-nitro-vinyl)-benzene), COCN(C[Si](C)(C)C)CC1=CC=CC=C1 (N-(methoxymethyl)-N-(phenylmethyl)-N-(trimethylsilyl)methylamine), FC(C(=O)O)(F)F (trifluoroacetic acid). Run in C(Cl)Cl (CH2Cl2), C(Cl)Cl (CH2Cl2). Reaction conditions: temperature 25 celsius, time 30 minute. Yields the product C(C1=CC=CC=C1)N1CC(C(C1)[N+](=O)[O-])C1=C(C=C(C=C1)F)C (rac-(3R,4S)-1-Benzyl-3-(4-fluoro-2-methyl-phenyl)-4-nitro-pyrrolidine). Isolated yield 29.8%. RXN SMILES: CO[CH2:3][N:4]([CH2:10][C:11]1[CH:16]=[CH:15][CH:14]=[CH:13][CH:12]=1)[CH2:5][Si](C)(C)C.[F:17][C:18]1[CH:23]=[CH:22][C:21](/[CH:24]=[CH:25]/[N+:26]([O-:28])=[O:27])=[C:20]([CH3:29])[CH:19]=1.FC(F)(F)C(O)=O>C(Cl)Cl>[CH2:10]([N:4]1[CH2:5][CH:25]([N+:26]([O-:28])=[O:27])[CH:24]([C:21]2[CH:22]=[CH:23][C:18]([F:17])=[CH:19][C:20]=2[CH3:29])[CH2:3]1)[C:11]1[CH:16]=[CH:15][CH:14]=[CH:13][CH:12]=1. Procedure details: A solution of N-(methoxymethyl)-N-(phenylmethyl)-N-(trimethylsilyl)methylamine (1.95 g, 8.21 mmol) in CH2Cl2 (30 ml) was added drop wise, over a 30 minutes period, to a stirred solution of 4-fluoro-2-methyl-1-((E)-2-nitro-vinyl)-benzene (1.49 g, 8.22 mmol) and trifluoroacetic acid (0.60 ml, 0.82 mmol) in CH2Cl2 (30 ml) at 0° C. The ice bath was removed, and the solution was stirred at 25° C. for an additional 48 h. It was then concentrated and purification by flash chromatography (SiO2, EtOAc/H ... Starting materials: ClC=1C=C(C=CC1F)C1=CN=C2N1C=CC(=C2F)C(C)(C)O (2-[3-(3-Chloro-4-fluorophenyl)-8-fluoroimidazo[1,2-α]pyridin-7-yl]-propan-2-ol), O1C(=CC=C1)B(O)O (furan-2-boronic acid). Yields the product FC=1C=2N(C=CC1C(C)(C)O)C(=CN2)C2=CC(=C(C=C2)F)C=2OC=CC2 (2-{8-fluoro-3-[4-fluoro-3-(fur-2-yl)phenyl]imidazo[1,2-α]pyridin-7-yl}propan-2-ol). The yield is 4.0%. As a reaction SMILES: Cl[C:2]1[CH:3]=[C:4]([C:9]2[N:13]3[CH:14]=[CH:15][C:16]([C:19]([OH:22])([CH3:21])[CH3:20])=[C:17]([F:18])[C:12]3=[N:11][CH:10]=2)[CH:5]=[CH:6][C:7]=1[F:8].[O:23]1[CH:27]=[CH:26][CH:25]=[C:24]1B(O)O>>[F:18][C:17]1[C:12]2[N:13]([C:9]([C:4]3[CH:5]=[CH:6][C:7]([F:8])=[C:2]([C:24]4[O:23][CH:27]=[CH:26][CH:25]=4)[CH:3]=3)=[CH:10][N:11]=2)[CH:14]=[CH:15][C:16]=1[C:19]([OH:22])([CH3:21])[CH3:20]. Reported procedure: 2-[3-(3-Chloro-4-fluorophenyl)-8-fluoroimidazo[1,2-α]pyridin-7-yl]-propan-2-ol and furan-2-boronic acid were coupled in the same way as in Example 30 to give 2-{8-fluoro-3-[4-fluoro-3-(fur-2-yl)phenyl]imidazo[1,2-α]pyridin-7-yl}propan-2-ol as an off-white solid (6 mg, 4%): m/z (ES+) 355 [MH+]. Starting materials: COC(CC=1C=C(C=CC1)C1=C(C=CC=C1OC)CNCC)=O ((2′-ethylaminomethyl-6′-methoxy-biphenyl-3-yl)-acetic acid methyl ester), ClC(=O)OCC1=CC=CC=C1 (benzyl chloroformate). Yields the product COC(CC=1C=C(C=CC1)C1=C(C=CC=C1OC)CN(CC)C(=O)OCC1=CC=CC=C1)=O ({2′-[(Benzyloxycarbonyl-ethyl-amino)-methyl]-6′-methoxy-biphenyl-3-yl}-acetic acid methyl ester). As a reaction SMILES: [CH3:1][O:2][C:3](=[O:23])[CH2:4][C:5]1[CH:6]=[C:7]([C:11]2[C:16]([O:17][CH3:18])=[CH:15][CH:14]=[CH:13][C:12]=2[CH2:19][NH:20][CH2:21][CH3:22])[CH:8]=[CH:9][CH:10]=1.Cl[C:25]([O:27][CH2:28][C:29]1[CH:34]=[CH:33][CH:32]=[CH:31][CH:30]=1)=[O:26]>>[CH3:1][O:2][C:3](=[O:23])[CH2:4][C:5]1[CH:6]=[C:7]([C:11]2[C:16]([O:17][CH3:18])=[CH:15][CH:14]=[CH:13][C:12]=2[CH2:19][N:20]([C:25]([O:27][CH2:28][C:29]2[CH:34]=[CH:33][CH:32]=[CH:31][CH:30]=2)=[O:26])[CH2:21][CH3:22])[CH:8]=[CH:9][CH:10]=1. Procedure: Prepared according to the procedure described in Example 1, Step 6, using the following starting materials: (2′-ethylaminomethyl-6′-methoxy-biphenyl-3-yl)-acetic acid methyl ester and benzyl chloroformate.